From a dataset of the Open Reaction Database (ORD), a public repository of structured organic reaction records. describe an organic reaction: reactants, conditions, products, and yield Starting materials: O=Cc1ccc(N2CCOCC2)cc1, O=C1Cc2c(cccc2-c2ccncc2)N1. Yields the product O=C1Nc2cccc(-c3ccncc3)c2C1=Cc1ccc(N2CCOCC2)cc1. RXN SMILES: [O:17]1[CH2:18][CH2:19][N:20]([c:23]2[cH:24][cH:25][c:26]([CH:27]=[O:28])[cH:29][cH:30]2)[CH2:21][CH2:22]1.[n:1]1[cH:2][cH:3][c:4](-[c:7]2[c:8]3[c:12]([cH:13][cH:14][cH:15]2)[NH:11][C:10](=[O:16])[CH2:9]3)[cH:5][cH:6]1>>[n:1]1[cH:2][cH:3][c:4](-[c:7]2[c:8]3[c:12]([cH:13][cH:14][cH:15]2)[NH:11][C:10](=[O:16])[C:9]3=[CH:27][c:26]2[cH:25][cH:24][c:23]([N:20]3[CH2:19][CH2:18][O:17][CH2:22][CH2:21]3)[cH:30][cH:29]2)[cH:5][cH:6]1. Starting materials: C(C(=O)Cl)(=O)Cl (Oxalyl chloride), BrC=1C=NC=C2C=CC(=NC12)C(=O)O (8-Bromo-[1,6]naphthyridine-2-carboxylic acid). Run at time 30 minute. The product is BrC=1C=NC=C2C=CC(=NC12)C(=O)Cl (8-Bromo-[1,6]naphthyridine-2-carboxylic acid chloride). As a reaction SMILES: [C:1](Cl)(=O)[C:2]([Cl:4])=[O:3].[Br:7][C:8]1[CH:9]=[N:10][CH:11]=[C:12]2[C:17]=1[N:16]=C(C(O)=O)[CH:14]=[CH:13]2>>[Br:7][C:8]1[CH:9]=[N:10][CH:11]=[C:12]2[C:17]=1[N:16]=[C:1]([C:2]([Cl:4])=[O:3])[CH:14]=[CH:13]2. Reported procedure: Oxalyl chloride (1.5 equiv.) is added drop wise to a slurry of 8-Bromo-[1,6]naphthyridine-2-carboxylic acid (1 equiv., in 20 mL DMF) at 0° C. (ice bath) and stirred for 30 minutes. The reaction mixture is removed from the ice bath, stirred at room temperature for 3 h and then concentrated in vacuo to give a greenish colored solid, which is used immediately without further purification. Starting materials: [Li]CCCC (n-BuLi), C(C)(C)NC(C)C (diisopropylamine), C1CCOC1 (THF), CC1=NC(=NC=C1)SC (4-Methyl-2-(methylthio)pyrimidine), C1CCOC1 (THF), solution, FC1=CC=C(C(=O)N(C)OC)C=C1 (4-Fluoro-N-methoxy-N-methylbenzamide), C1CCOC1 (THF). Run in CCCCCC (hexane). Reaction conditions: time 5 minute. Yields the product FC1(NC(=NC=C1)SC)CC(=O)C1=CC=CC=C1 (4-Fluoro-2-(2-methylthio-4-pyrimidinyl)acetophenone). Yield: 65.0%. Reaction SMILES: [Li][CH2:2][CH2:3][CH2:4]C.C(NC(C)C)(C)C.[CH3:13][C:14]1[CH:19]=[CH:18][N:17]=[C:16]([S:20][CH3:21])[N:15]=1.[F:22]C1C=CC(C(N(OC)C)=O)=CC=1.[CH2:35]1[CH2:39][O:38][CH2:37][CH2:36]1>CCCCCC>[F:22][C:14]1([CH2:13][C:37]([C:36]2[CH:35]=[CH:39][CH:4]=[CH:3][CH:2]=2)=[O:38])[CH:19]=[CH:18][N:17]=[C:16]([S:20][CH3:21])[NH:15]1. Procedure details: n-BuLi (10 ml of a 1.6 M solution in hexane; 12 mmol) is added at −78° C. to a solution of diisopropylamine (2.48 ml; 17 mmol) in THF (15 ml) and stirred for 5 min. 4-Methyl-2-(methylthio)pyrimidine (2 g; 14.5 mmol) dissolved in THF (2 ml) is added dropwise and stirred for 30 min at −78 C. 4-Fluoro-N-methoxy-N-methylbenzamide (2.66 g; 14.5 mmol) is dissolved in THF (3 ml) and added slowly to the reaction mixture. The mixture is warmed to r.t. within 45 min. and poured on water and extracted with... Yields the product CC(C)C(=O)NC1CCc2c(c3cc(C#N)ccc3n2Cc2cccc(N)c2)C1. Starting materials: CC(C)C(=O)NC1CCc2c(c3cc(C#N)ccc3n2Cc2cccc([N+](=O)[O-])c2)C1, CO, [Pt]. As a reaction SMILES: [C:1](#[N:2])[c:3]1[cH:4][c:5]2[c:6]3[c:11]([n:12]([CH2:16][c:17]4[cH:18][c:19]([N+:23]([O-:24])=[O:25])[cH:20][cH:21][cH:22]4)[c:13]2[cH:14][cH:15]1)[CH2:10][CH2:9][CH:8]([NH:26][C:27]([CH:28]([CH3:29])[CH3:30])=[O:31])[CH2:7]3.[CH3:33][OH:34].[Pt:32]>>[C:1](#[N:2])[c:3]1[cH:4][c:5]2[c:6]3[c:11]([n:12]([CH2:16][c:17]4[cH:18][c:19]([NH2:23])[cH:20][cH:21][cH:22]4)[c:13]2[cH:14][cH:15]1)[CH2:10][CH2:9][CH:8]([NH:26][C:27]([CH:28]([CH3:29])[CH3:30])=[O:31])[CH2:7]3.